From a dataset of the Open Reaction Database (ORD), a public repository of structured organic reaction records. describe an organic reaction: reactants, conditions, products, and yield Reactants: C(CCCCCCCCCCCCCCCCCCCCC)(=O)O (docosanoic acid), O.C1(=CC=C(C=C1)S(=O)(=O)O)C (p-toluenesulfonic acid monohydrate), O.NN (hydrazine monohydrate). Run in C(CC)O (n-propanol). Yields the product C(CCCCCCCCCCCCCCCCCCCCC)(=O)NN (docosanohydrazide). As a reaction SMILES: [C:1]([OH:24])(=O)[CH2:2][CH2:3][CH2:4][CH2:5][CH2:6][CH2:7][CH2:8][CH2:9][CH2:10][CH2:11][CH2:12][CH2:13][CH2:14][CH2:15][CH2:16][CH2:17][CH2:18][CH2:19][CH2:20][CH2:21][CH3:22].O.C1(C)C=CC(S(O)(=O)=O)=CC=1.O.[NH2:38][NH2:39]>C(O)CC>[C:1]([NH:38][NH2:39])(=[O:24])[CH2:2][CH2:3][CH2:4][CH2:5][CH2:6][CH2:7][CH2:8][CH2:9][CH2:10][CH2:11][CH2:12][CH2:13][CH2:14][CH2:15][CH2:16][CH2:17][CH2:18][CH2:19][CH2:20][CH2:21][CH3:22] |f:1.2,3.4|. Procedure: 17.0 Grams of docosanoic acid, 1.0 g of p-toluenesulfonic acid monohydrate and 200 ml of n-propanol were charged in a flask equipped with a stirrer, a condenser and a calcium chloride drying tube and refluxed with heating for 4 hours. To the resulting solution was added 12.5 g of hydrazine monohydrate, followed by continuing the refluxing with heating for 20 hours. The reaction mixture was cooled to room temperature and the precipitated crystal was filtered off under reduced pressure and washed ... Reactants: [BH4-], CS(C)=O, CCOC(=O)CN=S(C)(=O)c1ccc(C(=O)Nc2ccc(Cl)cc2C(=O)Nc2ccc(Cl)cn2)cc1, [Na+]. Product: CS(=O)(=NCCO)c1ccc(C(=O)Nc2ccc(Cl)cc2C(=O)Nc2ccc(Cl)cn2)cc1. RXN SMILES: [BH4-:37].[CH3:39][S:40]([CH3:41])=[O:42].[Cl:1][c:2]1[cH:3][cH:4][c:5]([NH:8][C:9](=[O:10])[c:11]2[c:12]([NH:18][C:19](=[O:20])[c:21]3[cH:22][cH:23][c:24]([S:27](=[O:28])(=[N:29][CH2:30][C:31](=[O:32])[O:33][CH2:34][CH3:35])[CH3:36])[cH:25][cH:26]3)[cH:13][cH:14][c:15]([Cl:17])[cH:16]2)[n:6][cH:7]1.[Na+:38]>>[Cl:1][c:2]1[cH:3][cH:4][c:5]([NH:8][C:9](=[O:10])[c:11]2[c:12]([NH:18][C:19](=[O:20])[c:21]3[cH:22][cH:23][c:24]([S:27](=[O:28])(=[N:29][CH2:30][CH2:31][OH:32])[CH3:36])[cH:25][cH:26]3)[cH:13][cH:14][c:15]([Cl:17])[cH:16]2)[n:6][cH:7]1. Reactants: CSC(=N)N, CO, N=C(N)Nc1nc(N)cc(N)n1. The product is N=C(N)Nc1cc(N)nc(NC(=N)N)n1. RXN SMILES: [CH3:13][S:14][C:15]([NH2:16])=[NH:17].[CH3:18][OH:19].[NH2:1][c:2]1[n:3][c:4]([NH:9][C:10](=[NH:11])[NH2:12])[n:5][c:6]([NH2:8])[cH:7]1>>[NH:1]([c:2]1[n:3][c:4]([NH:9][C:10](=[NH:11])[NH2:12])[n:5][c:6]([NH2:8])[cH:7]1)[C:15](=[NH:16])[NH2:17]. Starting materials: C(C)OP(=O)(OCC)C(C(=O)OCC)CC(CC(=O)OCC)(C)C (Diethyl 2-diethylphosphono-4,4-dimethyladipate), [H-].[Na+] (sodium hydride), CI (methyliodide). The solvent is O1CCOCC1 (dioxan). Reaction conditions: time 18 hour. Yields the product C(C)OP(=O)(OCC)C(C(=O)OCC)(CC(CC(=O)OCC)(C)C)C (diethyl 2-diethylphosphono-2,4,4-trimethyladipate). Reaction SMILES: [CH2:1]([O:3][P:4]([CH:9]([CH2:15][C:16]([CH3:24])([CH3:23])[CH2:17][C:18]([O:20][CH2:21][CH3:22])=[O:19])[C:10]([O:12][CH2:13][CH3:14])=[O:11])([O:6][CH2:7][CH3:8])=[O:5])[CH3:2].[H-].[Na+].[CH3:27]I>O1CCOCC1>[CH2:7]([O:6][P:4]([C:9]([CH3:27])([CH2:15][C:16]([CH3:24])([CH3:23])[CH2:17][C:18]([O:20][CH2:21][CH3:22])=[O:19])[C:10]([O:12][CH2:13][CH3:14])=[O:11])([O:3][CH2:1][CH3:2])=[O:5])[CH3:8] |f:1.2|. Procedure details: Diethyl 2-diethylphosphono-4,4-dimethyladipate (3.6 parts) (See Example 9) was added dropwise to a suspension of sodium hydride (0.6 parts, 50% in oil) in dry dioxan (100 parts by volume) containing methyliodide (14.2 parts) over 2 hr. at room temperature. The resulting solution was stirred at room temperature for 18 hr. then heated to reflux for 2 hr., cooled, the solids removed by filtration and the filtrate concentrated in vacuo. Distillation of the residual oil gave 3 parts of diethyl 2-diet... The reactants are C1(CC1)C#C (cyclopropylacetylene), C1(CC1)C#C (cyclopropylacetylene), [Li]CCCC (BuLi), NC1=C(C=C(C=C1)C)C(C(F)(F)F)=O (1-(2-amino-5-methylphenyl)-2,2,2-trifluoroethanone), [H][H] (hydrogen), [H][H] (hydrogen), C(C)[Zn]CC (diethylzinc), [Li]CCCC (BuLi), formula IV. Solvent: C1(=CC=CC=C1)C (toluene), C1(=CC=CC=C1)C (toluene), C1CCOC1.C1(=CC=CC=C1)C (THF toluene), C1(=CC=CC=C1)C.C1CCOC1 (toluene THF), C1(=CC=CC=C1)C (toluene), C1(=CC=CC=C1)C (toluene). Run at temperature 20 celsius, time 60 minute. Product: NC1=C(C=C(C=C1)C)[C@](C(F)(F)F)(C#CC1CC1)O ((S)-2-(2-Amino-5-methylphenyl)-4-cyclopropyl-1,1,1-trifluorobut-3-yn-2-ol). Reaction SMILES: C([Zn]CC)C.[CH:6]1([C:9]#[CH:10])[CH2:8][CH2:7]1.[Li]CCCC.[NH2:16][C:17]1[CH:22]=[CH:21][C:20]([CH3:23])=[CH:19][C:18]=1[C:24](=[O:29])[C:25]([F:28])([F:27])[F:26].[H][H]>C1(C)C=CC=CC=1.C1COCC1.C1(C)C=CC=CC=1>[NH2:16][C:17]1[CH:22]=[CH:21][C:20]([CH3:23])=[CH:19][C:18]=1[C@@:24]([OH:29])([C:10]#[C:9][CH:6]1[CH2:8][CH2:7]1)[C:25]([F:26])([F:27])[F:28] |f:5.6|. Procedure: A solution of (1R,2S)-PNE (17.6%-w/w, 21.0 g, 18.0 mmol) in a THF/toluene mixture (9:1-w/w) was charged in a vessel at room temperature. A solution of diethylzinc in toluene (29.9%-w/w, 6.10 g, 14.8 mmol) was added at 17 to 25° C. and the mixture was aged at said temperature range for 30 min. A solution of cyclopropylacetylene (compound of formula III, wherein R2 is cyclopropyl) in toluene (69.6%-w/w, 8.55 g, 90.0 mmol) was added at 18° C. and the resulting mixture was aged at 20° C. for 60 min.... Starting materials: CC(CC=O)(C)C (3,3-dimethylbutyraldehyde), C[Si](C)(C)C#N (trimethylsilyl cyanide). Reagents/catalysts: [I-].[Zn+2].[I-] (zinc iodide). Run in CO (methanol). Product: CC(CC(C#N)O)(C)C ((±)-4,4-dimethyl-2-hydroxypentanenitrile). Reaction SMILES: [CH3:1][C:2]([CH3:7])([CH3:6])[CH2:3][CH:4]=[O:5].C[Si]([C:12]#[N:13])(C)C>[I-].[Zn+2].[I-].CO>[CH3:1][C:2]([CH3:7])([CH3:6])[CH2:3][CH:4]([OH:5])[C:12]#[N:13] |f:2.3.4|. Procedure details: Tert-butylacetic acid (b) is reduced with a hydride reducing agent, preferably lithium aluminum hydride, to provide 3,3-dimethyl-1-butanol (c). Oxidation of alcohol (c) with 2,2,6,6-tetramethyl-1-piperidinyloxy, free radical (TEMPO), provides 3,3-dimethylbutyraldehyde (d), which is isolated by co-distillation with tetrachloroethane. Aldehyde (d) is treated sequentially with trimethylsilyl cyanide and a catalytic amount of zinc iodide, followed by methanol to afford (±)-4,4-dimethyl-2-hydroxypent... Procedure details: A solution of 2.9 g of potassium cyanide in 8 ml of water is added dropwise to a mixture of 16.3 g of 1-[4,4-bis(p-fluorophenyl)cyclohexyl]-4-piperidone (oil; its hydrochloride: m.p. 214°-217° C), 4.1 g of aniline and 40 ml of acetic acid at room temperature with stirring. The resulting mixture is stirred at room temperature for 6 hours and allowed to stand at room temperature overnight. The reaction mixture is poured into ice water, the aqueous mixture is made alkaline with potassium carbonate,... Solvent: O (water), C(C)(=O)O (acetic acid). Conditions: time 8 hour. As a reaction SMILES: [C-:1]#[N:2].[K+].[F:4][C:5]1[CH:10]=[CH:9][C:8]([C:11]2([C:24]3[CH:29]=[CH:28][C:27]([F:30])=[CH:26][CH:25]=3)[CH2:16][CH2:15][CH:14]([N:17]3[CH2:22][CH2:21][C:20](=O)[CH2:19][CH2:18]3)[CH2:13][CH2:12]2)=[CH:7][CH:6]=1.[NH2:31][C:32]1[CH:37]=[CH:36][CH:35]=[CH:34][CH:33]=1.C(=O)([O-])[O-].[K+].[K+]>O.C(O)(=O)C>[F:4][C:5]1[CH:10]=[CH:9][C:8]([C:11]2([C:24]3[CH:29]=[CH:28][C:27]([F:30])=[CH:26][CH:25]=3)[CH2:16][CH2:15][CH:14]([N:17]3[CH2:22][CH2:21][C:20]([C:1]#[N:2])([NH:31][C:32]4[CH:37]=[CH:36][CH:35]=[CH:34][CH:33]=4)[CH2:19][CH2:18]3)[CH2:13][CH2:12]2)=[CH:7][CH:6]=1 |f:0.1,4.5.6|. The reactants are ice water, C([O-])([O-])=O.[K+].[K+] (potassium carbonate), [C-]#N.[K+] (potassium cyanide), FC1=CC=C(C=C1)C1(CCC(CC1)N1CCC(CC1)=O)C1=CC=C(C=C1)F (1-[4,4-bis(p-fluorophenyl)cyclohexyl]-4-piperidone), NC1=CC=CC=C1 (aniline). Product: FC1=CC=C(C=C1)C1(CCC(CC1)N1CCC(CC1)(NC1=CC=CC=C1)C#N)C1=CC=C(C=C1)F (1-[4,4-bis(p-fluorophenyl)cyclohexyl]-4-cyano-4-anilinopiperidine).